Dataset: the Open Reaction Database (ORD), a public repository of structured organic reaction records. Task: describe an organic reaction: reactants, conditions, products, and yield Product: CN(C)c1cc(Nc2nc(Cl)ncc2F)n[nH]1. RXN SMILES: [CH3:10][N:11]([c:12]1[cH:13][c:14]([NH2:17])[n:15][nH:16]1)[CH3:18].[CH3:28][CH2:29][OH:30].[CH:19]([N:20]([CH2:21][CH3:22])[CH:23]([CH3:24])[CH3:25])([CH3:26])[CH3:27].[Cl:1][c:2]1[n:3][cH:4][c:5]([F:9])[c:6]([Cl:8])[n:7]1>>[Cl:1][c:2]1[n:3][cH:4][c:5]([F:9])[c:6]([NH:17][c:14]2[cH:13][c:12]([N:11]([CH3:10])[CH3:18])[nH:16][n:15]2)[n:7]1. The reactants are CN(C)c1cc(N)n[nH]1, CCO, CCN(C(C)C)C(C)C, Fc1cnc(Cl)nc1Cl. The reactants are O=C([O-])[O-], CC(=O)c1ccnc(Cl)n1, [Cs+], [Cs+], Cc1cc(N)cc(-c2cnc(C(C)(O)C(F)(F)F)s2)c1, CC(=O)[O-], CC(=O)[O-], C1COCCO1, [Pd+2]. Yields the product CC(=O)c1ccnc(Nc2cc(C)cc(-c3cnc(C(C)(O)C(F)(F)F)s3)c2)n1. As a reaction SMILES: [C:21](=[O:22])([O-:23])[O-:24].[Cl:27][c:28]1[n:29][cH:30][cH:31][c:32]([C:34]([CH3:35])=[O:36])[n:33]1.[Cs+:25].[Cs+:26].[NH2:1][c:2]1[cH:3][c:4](-[c:9]2[cH:10][n:11][c:12]([C:14]([C:15]([F:16])([F:17])[F:18])([CH3:19])[OH:20])[s:13]2)[cH:5][c:6]([CH3:8])[cH:7]1.[O-:38][C:39]([CH3:40])=[O:41].[O-:42][C:43]([CH3:44])=[O:45].[O:46]1[CH2:47][CH2:48][O:49][CH2:50][CH2:51]1.[Pd+2:37]>>[NH:1]([c:2]1[cH:3][c:4](-[c:9]2[cH:10][n:11][c:12]([C:14]([C:15]([F:16])([F:17])[F:18])([CH3:19])[OH:20])[s:13]2)[cH:5][c:6]([CH3:8])[cH:7]1)[c:28]1[n:29][cH:30][cH:31][c:32]([C:34]([CH3:35])=[O:36])[n:33]1. Reactants: C(C)(C)(C)OC(C1=CC(=CC=C1)OC1=C(C=C(C=C1)NC=1C2=C(N=CN1)C=NC(=C2)F)C)=O (3-[4-(6-Fluoro-pyrido[3,4-d]pyrimidin-4-ylamino)-2-methyl-phenoxy]-benzoic acid tert-butyl ester), N1CCCC1 (pyrrolidine), C1(CCCC1)C(=O)N1CCC(CC1)OC1=C(C=C(C=C1)NC=1C2=C(N=CN1)C=NC(=C2)N2CCCC2)C (Cyclopentyl-{4-[2-methyl-4-(6-pyrrolidin-1-yl-pyrido[3,4-d]pyrimidin-4-ylamino)-phenoxy]-piperidin-1-yl}-methanone). The product is C(C)(C)(C)OC(C1=CC(=CC=C1)OC1=C(C=C(C=C1)NC=1C2=C(N=CN1)C=NC(=C2)N2CCCC2)C)=O (3-[2-Methyl-4-(6-pyrrolidin-1-yl-pyrido[3,4-d]pyrimidin-4-ylamino)-phenoxy]-benzoic acid tert-butyl ester). RXN SMILES: [C:1]([O:5][C:6](=[O:33])[C:7]1[CH:12]=[CH:11][CH:10]=[C:9]([O:13][C:14]2[CH:19]=[CH:18][C:17]([NH:20][C:21]3[C:22]4[CH:30]=[C:29](F)[N:28]=[CH:27][C:23]=4[N:24]=[CH:25][N:26]=3)=[CH:16][C:15]=2[CH3:32])[CH:8]=1)([CH3:4])([CH3:3])[CH3:2].[NH:34]1[CH2:38][CH2:37][CH2:36][CH2:35]1.C1(C(N2CCC(OC3C=CC(NC4C5C=C(N6CCCC6)N=CC=5N=CN=4)=CC=3C)CC2)=O)CCCC1>>[C:1]([O:5][C:6](=[O:33])[C:7]1[CH:12]=[CH:11][CH:10]=[C:9]([O:13][C:14]2[CH:19]=[CH:18][C:17]([NH:20][C:21]3[C:22]4[CH:30]=[C:29]([N:34]5[CH2:38][CH2:37][CH2:36][CH2:35]5)[N:28]=[CH:27][C:23]=4[N:24]=[CH:25][N:26]=3)=[CH:16][C:15]=2[CH3:32])[CH:8]=1)([CH3:4])([CH3:3])[CH3:2]. Reported procedure: The Title compound was prepared from 3-[4-(6-Fluoro-pyrido[3,4-d]pyrimidin-4-ylamino)-2-methyl-phenoxy]-benzoic acid tert-butyl ester and pyrrolidine by a procedure analogous to that described for the synthesis of Cyclopentyl-{4-[2-methyl-4-(6-pyrrolidin-1-yl-pyrido[3,4-d]pyrimidin-4-ylamino)-phenoxy]-piperidin-1-yl}-methanone. LRMS: 498.3 (MH+). 1H NMR (DMSO-d6, 400 MHz): δ 9.60 (s, 1H), δ 8.76 (s, 1H), δ 8.31 (s, 1H), δ 7.73-7.76 (m, 2H), δ 7.56-7.58 (m, 1H), δ 7.45 (t, J=7.89, 1H), δ 7.31-7.3... Reactants: N#CC1NC(=O)C1NC(c1ccccc1)(c1ccccc1)c1ccccc1, CCCC[N+](CCCC)(CCCC)CCCC, ClCCl, Cl, [Na+], [OH-], O, O=S(=O)([O-])O. The product is NC(=O)C1NC(=O)C1NC(c1ccccc1)(c1ccccc1)c1ccccc1. Reaction SMILES: [C:1](#[N:2])[CH:3]1[CH:4]([NH:8][C:9]([c:10]2[cH:11][cH:12][cH:13][cH:14][cH:15]2)([c:16]2[cH:17][cH:18][cH:19][cH:20][cH:21]2)[c:22]2[cH:23][cH:24][cH:25][cH:26][cH:27]2)[C:5](=[O:7])[NH:6]1.[CH2:40]([N+:41]([CH2:42][CH2:43][CH2:44][CH3:45])([CH2:46][CH2:47][CH2:48][CH3:49])[CH2:50][CH2:51][CH2:52][CH3:53])[CH2:54][CH2:55][CH3:56].[Cl:32][CH2:33][Cl:34].[ClH:31].[Na+:29].[OH-:28].[OH2:30].[S:35]([O-:36])([OH:37])(=[O:38])=[O:39]>>[C:1]([NH2:2])([CH:3]1[CH:4]([NH:8][C:9]([c:10]2[cH:11][cH:12][cH:13][cH:14][cH:15]2)([c:16]2[cH:17][cH:18][cH:19][cH:20][cH:21]2)[c:22]2[cH:23][cH:24][cH:25][cH:26][cH:27]2)[C:5](=[O:7])[NH:6]1)=[O:28]. Starting materials: O (water), FC(OC1=C(C=C(C=C1)C=1OC=C(N1)CCC(=O)C1=NC=CC=C1C)O)F (3-[2-(4-difluoromethoxy-3-hydroxyphenyl)oxazol-4-yl]-1-(3-methylpyridin-2-yl)propan-1-one), C1CCC2=NCCCN2CC1 (DBU), BrC(C)C (2-bromopropane). The solvent is C(C)(=O)OCC (ethyl acetate), C(C)O (ethanol). Run at time 8 hour. Yields the product FC(OC1=C(C=C(C=C1)C=1OC=C(N1)CCC(=O)C1=NC=CC=C1C)OC(C)C)F (3-[2-(4-difluoromethoxy-3-isopropoxyphenyl)oxazol-4-yl]-1-(3-methylpyridin-2-yl)propan-1-one). Reaction SMILES: [F:1][CH:2]([F:27])[O:3][C:4]1[CH:9]=[CH:8][C:7]([C:10]2[O:11][CH:12]=[C:13]([CH2:15][CH2:16][C:17]([C:19]3[C:24]([CH3:25])=[CH:23][CH:22]=[CH:21][N:20]=3)=[O:18])[N:14]=2)=[CH:6][C:5]=1[OH:26].[CH2:28]1[CH2:38]CN2C(=NCCC2)C[CH2:29]1.BrC(C)C.O>C(O)C.C(OCC)(=O)C>[F:27][CH:2]([F:1])[O:3][C:4]1[CH:9]=[CH:8][C:7]([C:10]2[O:11][CH:12]=[C:13]([CH2:15][CH2:16][C:17]([C:19]3[C:24]([CH3:25])=[CH:23][CH:22]=[CH:21][N:20]=3)=[O:18])[N:14]=2)=[CH:6][C:5]=1[O:26][CH:28]([CH3:38])[CH3:29]. Reported procedure: A 0.15 g quantity of the compound obtained in Example 327 and 0.18 ml of DBU were dissolved in 3 ml of ethanol, 0.15 g of 2-bromopropane was then added to the obtained solution, and heating and refluxing were conducted overnight. After cooling, water was added to the reaction mixture, and ethyl acetate extraction was performed. The organic layer was washed twice with water, concentrated under reduced pressure, and the obtained residue was purified by silica gel column chromatography (n-hexane:et... The reactants are C(C)B(C=1C=NC=CC1)CC (Diethyl(3-pyridyl)borane), C([O-])([O-])=O.[Na+].[Na+] (sodium carbonate), C1(=CC=C(C=C1)S(=O)(=O)O)C.BrC1=CC=C(C=C1)CCC(=O)N1CC(CC2=CC=CC=C12)CN(C)C (1-[3-(4-bromophenyl)propanoyl]-3-(N,N-dimethylamino)methyl-1,2,3,4-tetrahydroquinoline p-toluenesulfonate), O (Water). The reagents and catalysts are C=1C=CC(=CC1)[P](C=2C=CC=CC2)(C=3C=CC=CC3)[Pd]([P](C=4C=CC=CC4)(C=5C=CC=CC5)C=6C=CC=CC6)([P](C=7C=CC=CC7)(C=8C=CC=CC8)C=9C=CC=CC9)[P](C=1C=CC=CC1)(C=1C=CC=CC1)C=1C=CC=CC1 (tetrakis(triphenylphosphine)palladium). The solvent is C1(=CC=CC=C1)C (toluene), C(C)O (ethanol). Reaction conditions: time 10 minute. The product is C1(=CC=C(C=C1)S(=O)(=O)O)C.CN(C)CC1CN(C2=CC=CC=C2C1)C(CCC1=CC=C(C=C1)C=1C=NC=CC1)=O (3-(N,N-Dimethylamino)methyl-1-[3-[4-(3-pyridyl)phenyl]propanoyl]-1,2,3,4-tetrahydroquinoline p-toluenesulfonate). The yield is 62.7%. As a reaction SMILES: C(=O)([O-])[O-].[Na+].[Na+].[C:7]1([CH3:17])[CH:12]=[CH:11][C:10]([S:13]([OH:16])(=[O:15])=[O:14])=[CH:9][CH:8]=1.Br[C:19]1[CH:24]=[CH:23][C:22]([CH2:25][CH2:26][C:27]([N:29]2[C:38]3[C:33](=[CH:34][CH:35]=[CH:36][CH:37]=3)[CH2:32][CH:31]([CH2:39][N:40]([CH3:42])[CH3:41])[CH2:30]2)=[O:28])=[CH:21][CH:20]=1.C(B(CC)[C:46]1[CH:47]=[N:48][CH:49]=[CH:50][CH:51]=1)C.O>C1(C)C=CC=CC=1.C(O)C.C1C=CC([P]([Pd]([P](C2C=CC=CC=2)(C2C=CC=CC=2)C2C=CC=CC=2)([P](C2C=CC=CC=2)(C2C=CC=CC=2)C2C=CC=CC=2)[P](C2C=CC=CC=2)(C2C=CC=CC=2)C2C=CC=CC=2)(C2C=CC=CC=2)C2C=CC=CC=2)=CC=1>[C:7]1([CH3:17])[CH:8]=[CH:9][C:10]([S:13]([OH:16])(=[O:14])=[O:15])=[CH:11][CH:12]=1.[CH3:41][N:40]([CH2:39][CH:31]1[CH2:32][C:33]2[C:38](=[CH:37][CH:36]=[CH:35][CH:34]=2)[N:29]([C:27](=[O:28])[CH2:26][CH2:25][C:22]2[CH:23]=[CH:24][C:19]([C:46]3[CH:47]=[N:48][CH:49]=[CH:50][CH:51]=3)=[CH:20][CH:21]=2)[CH2:30]1)[CH3:42] |f:0.1.2,3.4,10.11,^1:68,70,89,108|. Reported procedure: 2M Aqueous sodium carbonate solution (1.25 ml) was added to a suspension of 1-[3-(4-bromophenyl)propanoyl]-3-(N,N-dimethylamino)methyl-1,2,3,4-tetrahydroquinoline p-toluenesulfonate (400 mg) in toluene (10 ml) and ethanol (1.25 ml), which was stirred at room temperature for 10 minutes. Diethyl(3-pyridyl)borane (154 mg) and tetrakis(triphenylphosphine)palladium (24 mg) were added to the reaction mixture, which was heated under reflux under an argon atmosphere for 14 hours. Water was added to the ...